Dataset: the Open Reaction Database (ORD), a public repository of structured organic reaction records. Task: describe an organic reaction: reactants, conditions, products, and yield Starting materials: CCOC(=O)C1(CCBr)CCC1, CC(=O)N(c1ccc(Cl)cc1)C1CC(C)N(C(=O)c2ccc(O)cc2)c2ccccc21, [K+], [K+], O=C([O-])[O-], CN(C)C=O. Yields the product CCOC(=O)C1(CCOc2ccc(C(=O)N3c4ccccc4C(N(C(C)=O)c4ccc(Cl)cc4)CC3C)cc2)CCC1. Reaction SMILES: [CH2:38]([CH3:39])[O:40][C:41](=[O:42])[C:43]1([CH2:47][CH2:48][Br:49])[CH2:44][CH2:45][CH2:46]1.[Cl:1][c:2]1[cH:3][cH:4][c:5]([N:8]([C:9]([CH3:10])=[O:11])[CH:12]2[CH2:13][CH:14]([CH3:31])[N:15]([C:22]([c:23]3[cH:24][cH:25][c:26]([OH:29])[cH:27][cH:28]3)=[O:30])[c:16]3[cH:17][cH:18][cH:19][cH:20][c:21]32)[cH:6][cH:7]1.[K+:32].[K+:33].[O-:34][C:35]([O-:36])=[O:37].[O:50]=[CH:51][N:52]([CH3:53])[CH3:54]>>[Cl:1][c:2]1[cH:3][cH:4][c:5]([N:8]([C:9]([CH3:10])=[O:11])[CH:12]2[CH2:13][CH:14]([CH3:31])[N:15]([C:22]([c:23]3[cH:24][cH:25][c:26]([O:29][CH2:48][CH2:47][C:43]4([C:41]([O:40][CH2:38][CH3:39])=[O:42])[CH2:44][CH2:45][CH2:46]4)[cH:27][cH:28]3)=[O:30])[c:16]3[cH:17][cH:18][cH:19][cH:20][c:21]32)[cH:6][cH:7]1. Reactants: COC1=CC=C(CN(C2=NC=C(C=N2)C=2C3=C(N=C(N2)N2CCOCC2)N(CC3)C3=C(C=C(C(=O)O)C=C3)F)CC3=CC=C(C=C3)OC)C=C1 (4-(4-{2-[bis-(4-methoxy-benzyl)-amino]-pyrimidin-5-yl}-2-morpholin-4-yl-5,6-dihydro-pyrrolo[2,3-d]pyrimidin-7-yl)-3-fluoro-benzoic acid), C(=O)(OC(C)(C)C)N1CCNCC1 (1-Boc-piperazine). Yields the product C(C)(C)(C)OC(=O)N1CCN(CC1)C(C1=CC=C(C=C1)N1CCC2=C1N=C(N=C2C=2C=NC(=NC2)N(CC2=CC=C(C=C2)OC)CC2=CC=C(C=C2)OC)N2CCOCC2)=O (4-{4-[4-{2-[bis-(4-methoxy-benzyl)-amino]-pyrimidin-5-yl}-2-morpholin-4-yl-5,6-dihydro-pyrrolo[2,3-d]pyrimidin-7-yl]-benzoyl}-piperazine-1-carboxylic acid tert-butyl ester), solid. Reaction SMILES: [CH3:1][O:2][C:3]1[CH:50]=[CH:49][C:6]([CH2:7][N:8]([CH2:40][C:41]2[CH:46]=[CH:45][C:44]([O:47][CH3:48])=[CH:43][CH:42]=2)[C:9]2[N:14]=[CH:13][C:12]([C:15]3[C:16]4[CH2:29][CH2:28][N:27]([C:30]5[CH:38]=[CH:37][C:33]([C:34]([OH:36])=O)=[CH:32][C:31]=5F)[C:17]=4[N:18]=[C:19]([N:21]4[CH2:26][CH2:25][O:24][CH2:23][CH2:22]4)[N:20]=3)=[CH:11][N:10]=2)=[CH:5][CH:4]=1.[C:51]([N:58]1[CH2:63][CH2:62][NH:61][CH2:60][CH2:59]1)([O:53][C:54]([CH3:57])([CH3:56])[CH3:55])=[O:52]>>[C:54]([O:53][C:51]([N:58]1[CH2:63][CH2:62][N:61]([C:34](=[O:36])[C:33]2[CH:32]=[CH:31][C:30]([N:27]3[C:17]4[N:18]=[C:19]([N:21]5[CH2:26][CH2:25][O:24][CH2:23][CH2:22]5)[N:20]=[C:15]([C:12]5[CH:11]=[N:10][C:9]([N:8]([CH2:7][C:6]6[CH:5]=[CH:4][C:3]([O:2][CH3:1])=[CH:50][CH:49]=6)[CH2:40][C:41]6[CH:46]=[CH:45][C:44]([O:47][CH3:48])=[CH:43][CH:42]=6)=[N:14][CH:13]=5)[C:16]=4[CH2:29][CH2:28]3)=[CH:38][CH:37]=2)[CH2:60][CH2:59]1)=[O:52])([CH3:57])([CH3:55])[CH3:56]. Reported procedure: Using 4-(4-{2-[bis-(4-methoxy-benzyl)-amino]-pyrimidin-5-yl}-2-morpholin-4-yl-5,6-dihydro-pyrrolo[2,3-d]pyrimidin-7-yl)-3-fluoro-benzoic acid (65.6 mg, 0.0968 mmol) obtained in Step A in Example 1-D-21 and 1-Boc-piperazine (36.1 mg, 0.194 mmol) instead of 1-pyridine-3-yl-piperazine, amidation was carried out in the same manner as Step B in Example 1-D-21, a crude product of 4-{4-[4-{2-[bis-(4-methoxy-benzyl)-amino]-pyrimidin-5-yl}-2-morpholin-4-yl-5,6-dihydro-pyrrolo[2,3-d]pyrimidin-7-yl]-benzoy...